Dataset: the Open Reaction Database (ORD), a public repository of structured organic reaction records. Task: describe an organic reaction: reactants, conditions, products, and yield Starting materials: C(Br)(Br)(Br)Br (Carbon tetrabromide), C(O)([O-])=O.[Na+] (sodium hydrogencarbonate), C(C)OC1=C(C(=C(C=C1)CCCO)F)F (3-(4-Ethoxy-2,3-difluorophenyl)propanol), C1(=CC=CC=C1)P(C1=CC=CC=C1)C1=CC=CC=C1 (triphenylphosphine). Solvent: C(Cl)Cl (methylene chloride), C(Cl)Cl (methylene chloride). Conditions: time 3 hour. Yields the product C(C)OC1=C(C(=C(C=C1)CCCBr)F)F (3-(4-ethoxy-2,3-difluorophenyl) bromopropane). The yield is 94.8%. Reaction SMILES: [CH2:1]([O:3][C:4]1[CH:9]=[CH:8][C:7]([CH2:10][CH2:11][CH2:12]O)=[C:6]([F:14])[C:5]=1[F:15])[CH3:2].C1(P(C2C=CC=CC=2)C2C=CC=CC=2)C=CC=CC=1.C(Br)(Br)(Br)[Br:36].C(=O)([O-])O.[Na+]>C(Cl)Cl>[CH2:1]([O:3][C:4]1[CH:9]=[CH:8][C:7]([CH2:10][CH2:11][CH2:12][Br:36])=[C:6]([F:14])[C:5]=1[F:15])[CH3:2] |f:3.4|. Procedure details: 3-(4-Ethoxy-2,3-difluorophenyl)propanol (s21) (9.4 g) and triphenylphosphine (17.1 g) were dissolved in methylene chloride (100 ml). Carbon tetrabromide (17.3 g) in methylene chloride (100 ml) solution was slowly added dropwise to the solution at room temperature, and the mixture was stirred at room temperature for another 3 hours. The reaction mixture was treated with a saturated aqueous solution of sodium hydrogencarbonate, and the aqueous layer was extracted with ethyl acetate. The combined o... The reactants are O=C(c1ccc(Cl)nc1)N1Cc2cccn2Cc2ccccc21, NCc1ccccc1. The product is O=C(c1ccc(NCc2ccccc2)nc1)N1Cc2cccn2Cc2ccccc21. As a reaction SMILES: [Cl:1][c:2]1[cH:3][cH:4][c:5]([C:8](=[O:9])[N:10]2[CH2:11][c:12]3[n:13]([cH:21][cH:22][cH:23]3)[CH2:14][c:15]3[c:16]2[cH:17][cH:18][cH:19][cH:20]3)[cH:6][n:7]1.[NH2:24][CH2:25][c:26]1[cH:27][cH:28][cH:29][cH:30][cH:31]1>>[c:2]1([NH:24][CH2:25][c:26]2[cH:27][cH:28][cH:29][cH:30][cH:31]2)[cH:3][cH:4][c:5]([C:8](=[O:9])[N:10]2[CH2:11][c:12]3[n:13]([cH:21][cH:22][cH:23]3)[CH2:14][c:15]3[c:16]2[cH:17][cH:18][cH:19][cH:20]3)[cH:6][n:7]1. Starting materials: O=C([O-])[O-], CS(=O)(=O)Cl, CCOC(C)=O, [K+], [K+], NC1Cc2ccc(C3=NNC(=O)CC3)cc2C1, C1CCOC1, O. The product is CS(=O)(=O)NC1Cc2ccc(C3=NNC(=O)CC3)cc2C1. As a reaction SMILES: [C:1](=[O:2])([O-:3])[O-:4].[CH3:24][S:25]([Cl:26])(=[O:27])=[O:28].[CH3:30][CH2:31][O:32][C:33](=[O:34])[CH3:35].[K+:5].[K+:6].[NH2:7][CH:8]1[CH2:9][c:10]2[cH:11][cH:12][c:13]([C:17]3=[N:22][NH:21][C:20](=[O:23])[CH2:19][CH2:18]3)[cH:14][c:15]2[CH2:16]1.[O:36]1[CH2:37][CH2:38][CH2:39][CH2:40]1.[OH2:29]>>[NH:7]([CH:8]1[CH2:9][c:10]2[cH:11][cH:12][c:13]([C:17]3=[N:22][NH:21][C:20](=[O:23])[CH2:19][CH2:18]3)[cH:14][c:15]2[CH2:16]1)[S:25]([CH3:24])(=[O:27])=[O:28]. The reactants are [Br-], CC(=O)OC(C)=O, O=N[O-], COC(=O)c1ccccc1-c1ccc(N)cn1, [Na+], [Na+], [Na+], [OH-], O, O=S(=O)(O)O, NS(=O)(=O)O. Yields the product COC(=O)c1ccccc1-c1ccc(OC(C)=O)cn1. RXN SMILES: [Br-:24].[CH3:36][C:37](=[O:38])[O:39][C:40](=[O:41])[CH3:42].[N:25]([O-:26])=[O:27].[NH2:6][c:7]1[cH:8][n:9][c:10](-[c:13]2[c:14]([C:15](=[O:16])[O:17][CH3:18])[cH:19][cH:20][cH:21][cH:22]2)[cH:11][cH:12]1.[Na+:23].[Na+:28].[Na+:35].[OH-:34].[OH2:43].[S:1](=[O:2])(=[O:3])([OH:4])[OH:5].[S:29]([NH2:30])(=[O:31])(=[O:32])[OH:33]>>[c:7]1([O:39][C:37]([CH3:36])=[O:38])[cH:8][n:9][c:10](-[c:13]2[c:14]([C:15](=[O:16])[O:17][CH3:18])[cH:19][cH:20][cH:21][cH:22]2)[cH:11][cH:12]1. Starting materials: C[Mg]Br (Methyl magnesium bromide), NC1=NC=NN2C1=C(C(=C2CN2CCN(CC2)C)C(=O)N(C)OC)C2=CC=C(C=C2)NC(=O)NC2=NC=CC(=C2)C(F)(F)F (4-amino-N-methoxy-N-methyl-7-[(4-methylpiperazin-1-yl)methyl]-5-{4-[({[4-(trifluoromethyl)pyridin-2-yl]amino}-carbonyl)amino]-phenyl}pyrrolo[2,1-f][1,2,4]triazine-6-carboxamide). Solvent: C1CCOC1 (THF). Reaction conditions: temperature 60 celsius, time 15 hour. Product: C(C)(=O)C=1C(=C2C(=NC=NN2C1CN1CCN(CC1)C)N)C1=CC=C(C=C1)NC(=O)NC1=NC=CC(=C1)C(F)(F)F (N-(4-{6-acetyl-4-amino-7-[(4-methylpiperazin-1-yl)methyl]pyrrolo[2,1-f][1,2,4]triazin-5-yl}phenyl)-N′-[4-(trifluoromethyl)-pyridin-2-yl]urea). The yield is 42.9%. Reaction SMILES: [CH3:1][Mg]Br.[NH2:4][C:5]1[C:10]2=[C:11]([C:28]3[CH:33]=[CH:32][C:31]([NH:34][C:35]([NH:37][C:38]4[CH:43]=[C:42]([C:44]([F:47])([F:46])[F:45])[CH:41]=[CH:40][N:39]=4)=[O:36])=[CH:30][CH:29]=3)[C:12]([C:22](N(OC)C)=[O:23])=[C:13]([CH2:14][N:15]3[CH2:20][CH2:19][N:18]([CH3:21])[CH2:17][CH2:16]3)[N:9]2[N:8]=[CH:7][N:6]=1>C1COCC1>[C:22]([C:12]1[C:11]([C:28]2[CH:29]=[CH:30][C:31]([NH:34][C:35]([NH:37][C:38]3[CH:43]=[C:42]([C:44]([F:45])([F:47])[F:46])[CH:41]=[CH:40][N:39]=3)=[O:36])=[CH:32][CH:33]=2)=[C:10]2[N:9]([C:13]=1[CH2:14][N:15]1[CH2:20][CH2:19][N:18]([CH3:21])[CH2:17][CH2:16]1)[N:8]=[CH:7][N:6]=[C:5]2[NH2:4])(=[O:23])[CH3:1]. Reported procedure: Methyl magnesium bromide (0.54 mL, 1.63 mmol, in 3.0 M in diethyl ether) was added dropwise to a stirring solution of Example 94 (100.0 mg, 0.163 mmol) in THF (2 mL) at rt. The reaction was heated to 60° C. and allowed to stir overnight (15 hrs) or until all starting material had been consumed as seen by HPLC. After cooling to rt, the reaction was quenched with methanol and diluted with 100 mL of EtOAc and washed 3× with saturated NH4Cl solution. The organic layer was dried over Na2SO4, concentr... The reactants are C(C)NC(NC1=CC=C(C=C1)C=1N=C(C2=C(N1)CN(CC2)C(=O)OC(C)(C)C)N2[C@H](COCC2)C)=O ((S)-tert-butyl 2-(4-(3-ethylureido)phenyl)-4-(3-methylmorpholino)-5,6-dihydropyrido[3,4-d]pyrimidine-7(8H)-carboxylate), FC=1C=C(N)C=CC1B1OC(C(O1)(C)C)(C)C (3-fluoro-4-(4,4,5,5-tetramethyl-1,3,2-dioxaborolan-2-yl)aniline), ClC=1N=C(C2=C(N1)CN(C2)C(=O)OCC)N2[C@H](COCC2)C ((S)-ethyl 2-chloro-4-(3-methylmorpholino)-5H-pyrrolo[3,4-d]pyrimidine-6(7H)-carboxylate), ClC=1N=C(C2=C(N1)CN(C2)C(=O)OCC)N2[C@H](COCC2)C ((S)-ethyl 2-chloro-4-(3-methylmorpholino)-5H-pyrrolo[3,4-d]pyrimidine-6(7H)-carboxylate). Yields the product C(C)OC(=O)N1CC=2N=C(N=C(C2C1)N1[C@H](COCC1)C)C1=C(C=C(C=C1)NC(=O)NCC)F ((S)-ethyl-2-(4-(3-ethylureido)-2-fluorophenyl)-4-(3-methylmorpholino)-5H-pyrrolo[3,4-d]pyrimidine-6(7H)-carboxylate). Yield: 44.0%. As a reaction SMILES: [CH2:1]([NH:3][C:4](=[O:36])[NH:5][C:6]1[CH:11]=[CH:10][C:9]([C:12]2[N:13]=[C:14]([N:29]3[CH2:34][CH2:33][O:32][CH2:31][C@@H:30]3[CH3:35])[C:15]3[CH2:21]C[N:19]([C:22]([O:24][C:25]([CH3:28])(C)C)=[O:23])[CH2:18][C:16]=3[N:17]=2)=[CH:8][CH:7]=1)[CH3:2].ClC1N=C(N2CCOC[C@@H]2C)C2CN(C(OCC)=O)CC=2N=1.[F:59]C1C=C(C=CC=1B1OC(C)(C)C(C)(C)O1)N>>[CH2:25]([O:24][C:22]([N:19]1[CH2:21][C:15]2[C:14]([N:29]3[CH2:34][CH2:33][O:32][CH2:31][C@@H:30]3[CH3:35])=[N:13][C:12]([C:9]3[CH:8]=[CH:7][C:6]([NH:5][C:4]([NH:3][CH2:1][CH3:2])=[O:36])=[CH:11][C:10]=3[F:59])=[N:17][C:16]=2[CH2:18]1)=[O:23])[CH3:28]. Reported procedure: Step 1 Method as described for intermediate 5 using (S)-ethyl 2-chloro-4-(3-methylmorpholino)-5H-pyrrolo[3,4-d]pyrimidine-6(7H)-carboxylate (intermediate 11) and 3-fluoro-4-(4,4,5,5-tetramethyl-1,3,2-dioxaborolan-2-yl)aniline as starting materials. The mixture was filtered through a celite 545 pre-packed cartridge (2.5 g), washed with MeOH and solvent removed in vacuo. The residue was purified by prep HPLC (high pH) yielding the title compound (54.7 mg, 0.13 mmol, 44%). The reactants are COc1cccc(Nc2c(C(N)=O)cnc3c(C)cc(S(=O)(=O)c4cccc(-c5ccc(CO)cc5)c4)cc23)c1, OCCCc1ccc(B(O)O)cc1. The product is COc1cccc(Nc2c(C(N)=O)cnc3c(C)cc(S(=O)(=O)c4cccc(-c5ccc(CCCO)cc5)c4)cc23)c1. As a reaction SMILES: [OH:1][CH2:2][c:3]1[cH:4][cH:5][c:6](-[c:9]2[cH:10][c:11]([S:15](=[O:16])(=[O:17])[c:18]3[cH:19][c:20]4[c:21]([NH:32][c:33]5[cH:34][c:35]([O:39][CH3:40])[cH:36][cH:37][cH:38]5)[c:22]([C:29](=[O:30])[NH2:31])[cH:23][n:24][c:25]4[c:26]([CH3:28])[cH:27]3)[cH:12][cH:13][cH:14]2)[cH:7][cH:8]1.[OH:41][CH2:42][CH2:43][CH2:44][c:45]1[cH:46][cH:47][c:48]([B:49]([OH:50])[OH:51])[cH:52][cH:53]1>>[c:3]1([CH2:44][CH2:43][CH2:42][OH:41])[cH:4][cH:5][c:6](-[c:9]2[cH:10][c:11]([S:15](=[O:16])(=[O:17])[c:18]3[cH:19][c:20]4[c:21]([NH:32][c:33]5[cH:34][c:35]([O:39][CH3:40])[cH:36][cH:37][cH:38]5)[c:22]([C:29](=[O:30])[NH2:31])[cH:23][n:24][c:25]4[c:26]([CH3:28])[cH:27]3)[cH:12][cH:13][cH:14]2)[cH:7][cH:8]1.